This data is from the Open Reaction Database (ORD), a public repository of structured organic reaction records. The task is: describe an organic reaction: reactants, conditions, products, and yield Reactants: CC(C)(C)OC(=O)NCCCCCCN, Cc1onc(-c2c(F)cccc2Cl)c1C(=O)Cl, Cl. Product: Cc1onc(-c2c(F)cccc2Cl)c1C(=O)NCCCCCCNC(=O)OC(C)(C)C. Reaction SMILES: [C:2]([CH3:3])([CH3:4])([CH3:5])[O:6][C:7](=[O:8])[NH:9][CH2:10][CH2:11][CH2:12][CH2:13][CH2:14][CH2:15][NH2:16].[Cl:17][c:18]1[c:19](-[c:25]2[n:26][o:27][c:28]([CH3:33])[c:29]2[C:30](=[O:31])[Cl:32])[c:20]([F:24])[cH:21][cH:22][cH:23]1.[ClH:1]>>[C:2]([CH3:3])([CH3:4])([CH3:5])[O:6][C:7](=[O:8])[NH:9][CH2:10][CH2:11][CH2:12][CH2:13][CH2:14][CH2:15][NH:16][C:30]([c:29]1[c:25](-[c:19]2[c:18]([Cl:17])[cH:23][cH:22][cH:21][c:20]2[F:24])[n:26][o:27][c:28]1[CH3:33])=[O:31]. Reactants: C(C1=CC=CC=C1)OCC(CONC1=C(C(=NC(=N1)NC=O)Cl)NC=O)OCP(=O)(OCC)OCC (6-[3-benzyloxy-2-(diethoxyphosphorylmethoxy)propoxyamino]-4-chloro-2,5-diformamidopyrimidine). Run in C(C)(=O)OC(OCC)OCC (diethoxymethyl acetate). Conditions: temperature 120 celsius. The product is C(C1=CC=CC=C1)OCC(CON1C2=NC(=NC(=C2N=C1)Cl)NC=O)OCP(=O)(OCC)OCC (9-[3-Benzyloxy-2-(diethoxyphosphorylmethoxy)propoxy]-6-chloro-2-formamidopurine). Yield: 74.4%. Reaction SMILES: [CH2:1]([O:8][CH2:9][CH:10]([O:27][CH2:28][P:29]([O:34][CH2:35][CH3:36])([O:31][CH2:32][CH3:33])=[O:30])[CH2:11][O:12][NH:13][C:14]1[N:19]=[C:18]([NH:20][CH:21]=[O:22])[N:17]=[C:16]([Cl:23])[C:15]=1[NH:24][CH:25]=O)[C:2]1[CH:7]=[CH:6][CH:5]=[CH:4][CH:3]=1>C(OC(OCC)OCC)(=O)C>[CH2:1]([O:8][CH2:9][CH:10]([O:27][CH2:28][P:29]([O:34][CH2:35][CH3:36])([O:31][CH2:32][CH3:33])=[O:30])[CH2:11][O:12][N:13]1[CH:25]=[N:24][C:15]2[C:14]1=[N:19][C:18]([NH:20][CH:21]=[O:22])=[N:17][C:16]=2[Cl:23])[C:2]1[CH:7]=[CH:6][CH:5]=[CH:4][CH:3]=1. Procedure: A solution of 6-[3-benzyloxy-2-(diethoxyphosphorylmethoxy)propoxyamino]-4-chloro-2,5-diformamidopyrimidine (760 mg, 1.4 mmol) in diethoxymethyl acetate (2 ml) was stirred and heated in an oil bath at 120° C. for 2 hours. After cooling to ambient temperature, the solvent was evaporated and the residue dissolved in methanol (10 ml) and 0.880 ammonia (1 ml). After 15 minutes at ambient temperature the solution was evaporated to dryness. The residue obtained was chromatographed on silica gel (dichlo...